The task is: describe an organic reaction: reactants, conditions, products, and yield. This data is from the Open Reaction Database (ORD), a public repository of structured organic reaction records. Starting materials: BrC1=CC(=C(C(=C1)C)I)C (4-bromo-2,6-dimethyl-1-iodobenzene), C(CCC)[Li] (n-butyl lithium), Cl (hydrochloric acid), B(OC)(OC)OC (trimethyl borate). The solvent is O1CCCC1 (tetrahydrofuran). Reaction conditions: temperature -75 celsius, time 30 minute. Yields the product BrC1=CC(=C(C(=C1)C)B(O)O)C (4-bromo-2,6-dimethylphenylboronic acid). Isolated yield 43.7%. RXN SMILES: [Br:1][C:2]1[CH:7]=[C:6]([CH3:8])[C:5](I)=[C:4]([CH3:10])[CH:3]=1.C([Li])CCC.[B:16](OC)([O:19]C)[O:17]C.Cl>O1CCCC1>[Br:1][C:2]1[CH:7]=[C:6]([CH3:8])[C:5]([B:16]([OH:19])[OH:17])=[C:4]([CH3:10])[CH:3]=1. Reported procedure: To a solution of 4-bromo-2,6-dimethyl-1-iodobenzene (150 g, 0.48 mol) in tetrahydrofuran (1500 ml) at −75° C. is added n-butyl lithium (1.6 M in hexanes, 364 ml, 0.58 mol) dropwise maintaining the temperature of the reaction mixture below −70° C. When the addition is complete the mixture is stirred at −75° C. for an additional 30 minutes and then trimethyl borate (302 g, 2.9 mol) is added dropwise. After the addition is complete the reaction is stirred at −75° C. for 1 hour, then allowed to come... Starting materials: C(C)(=O)NC(C(=O)OC)(CC1=CC(=C(C=C1)NC(C)=O)[N+](=O)[O-])C (Methyl 2-acetamido-2-methyl-3-(3-nitro-4-acetamidophenyl)propionate), [H][H] (hydrogen), C=O (formaldehyde), C(C)(=O)[O-].[Na+] (sodium acetate). Reagents/catalysts: [Ni] (Raney nickel). Product: C(C)(=O)NC(C(=O)O)(CC1=CC(=C(C=C1)N)NC)C (2-acetamido-2-methyl-3(3-methylamino-4-aminophenyl)propionic acid). Reaction SMILES: [C:1]([NH:4][C:5]([CH3:24])([CH2:10][C:11]1[CH:16]=[CH:15][C:14]([NH:17]C(=O)C)=[C:13]([N+:21]([O-])=O)[CH:12]=1)[C:6]([O:8]C)=[O:7])(=[O:3])[CH3:2].[H][H].C=O.[C:29]([O-])(=O)C.[Na+]>[Ni]>[C:1]([NH:4][C:5]([CH3:24])([CH2:10][C:11]1[CH:16]=[CH:15][C:14]([NH2:17])=[C:13]([NH:21][CH3:29])[CH:12]=1)[C:6]([OH:8])=[O:7])(=[O:3])[CH3:2] |f:3.4|. Procedure: Methyl 2-acetamido-2-methyl-3-(3-nitro-4-acetamidophenyl)propionate is treated with hydrogen, formaldehyde, sodium acetate and Raney nickel following the procedure of part B of Example 4 to produce 2-acetamido-2-methyl-3(3-methylamino-4-aminophenyl)propionic acid. This product is hydrolyzed with 10% HCl and cyclized with phosgene by the procedure of part B of Example 4 to yield the title compound.